From a dataset of the Open Reaction Database (ORD), a public repository of structured organic reaction records. describe an organic reaction: reactants, conditions, products, and yield Reactants: Cc1cc(-c2cc3[nH]c(C4CCNC(C)C4)ncc-3n2)c(C)s1, CO, Cl. Product: Cc1cc(-c2cc3[nH]c(C4CCNC(C)C4)ncc-3n2)c(C)s1, Cl, O. RXN SMILES: [CH3:1][c:2]1[s:3][c:4]([CH3:23])[cH:5][c:6]1-[c:7]1[n:8][c:9]2[cH:14][n:13][c:12]([CH:15]3[CH2:16][CH:17]([CH3:21])[NH:18][CH2:19][CH2:20]3)[nH:11][c:10]-2[cH:22]1.[CH3:25][OH:26].[ClH:24]>>[CH3:1][c:2]1[s:3][c:4]([CH3:23])[cH:5][c:6]1-[c:7]1[n:8][c:9]2[cH:14][n:13][c:12]([CH:15]3[CH2:16][CH:17]([CH3:21])[NH:18][CH2:19][CH2:20]3)[nH:11][c:10]-2[cH:22]1.[ClH:24].[OH2:26]. The reactants are C=CCOc1ccc2c(=O)c(C)c(-c3ccccc3)oc2c1C(C)=O, COc1cccc(C=O)c1, CCO, [K+], [OH-], O. Yields the product C=CCOc1ccc2c(=O)c(C)c(-c3ccccc3)oc2c1C(=O)C=Cc1cccc(OC)c1. RXN SMILES: [CH2:3]([CH:4]=[CH2:5])[O:6][c:7]1[cH:8][cH:9][c:10]2[c:11](=[O:27])[c:12]([CH3:26])[c:13](-[c:20]3[cH:21][cH:22][cH:23][cH:24][cH:25]3)[o:14][c:15]2[c:16]1[C:17]([CH3:18])=[O:19].[CH3:28][O:29][c:30]1[cH:31][c:32]([CH:33]=[O:34])[cH:35][cH:36][cH:37]1.[CH3:38][CH2:39][OH:40].[K+:2].[OH-:1].[OH2:41]>>[CH2:3]([CH:4]=[CH2:5])[O:6][c:7]1[cH:8][cH:9][c:10]2[c:11](=[O:27])[c:12]([CH3:26])[c:13](-[c:20]3[cH:21][cH:22][cH:23][cH:24][cH:25]3)[o:14][c:15]2[c:16]1[C:17]([CH:18]=[CH:33][c:32]1[cH:31][c:30]([O:29][CH3:28])[cH:37][cH:36][cH:35]1)=[O:19].